This data is from the Open Reaction Database (ORD), a public repository of structured organic reaction records. The task is: describe an organic reaction: reactants, conditions, products, and yield Starting materials: [Si](C)(C)(C(C)(C)C)OC[C@@H]1N(C(CC1)=O)CC(=O)OC (methyl [(2R)-2-({[tert-butyl(dimethyl)silyl]oxy}methyl)-5-oxo-1-pyrrolidinyl]acetate), N (ammonia). Product: [Si](C)(C)(C(C)(C)C)OC[C@@H]1N(C(CC1)=O)CC(=O)N (2-[(2R)-2-({[tert-butyl(dimethyl)silyl]oxy}methyl)-5-oxo-1-pyrrolidinyl]acetamide). The solvent is CO (methanol). Reaction conditions: time 8 hour. Reaction SMILES: [Si:1]([O:8][CH2:9][C@H:10]1[CH2:14][CH2:13][C:12](=[O:15])[N:11]1[CH2:16][C:17]([O:19]C)=O)([C:4]([CH3:7])([CH3:6])[CH3:5])([CH3:3])[CH3:2].[NH3:21]>CO>[Si:1]([O:8][CH2:9][C@H:10]1[CH2:14][CH2:13][C:12](=[O:15])[N:11]1[CH2:16][C:17]([NH2:21])=[O:19])([C:4]([CH3:7])([CH3:6])[CH3:5])([CH3:3])[CH3:2]. Procedure: To a solution of the compound 66 (13.7 g) in methanol (91 mL) was added 28% ammonia (91 mL) at room temperature and the solution was stirred overnight. The reaction solution was concentrated. Brine and ethyl acetate were added thereto and the solution was separated. The aqueous layer was extracted with ethyl acetate. The combined organic layer was dried over anhydrous sodium sulfate and concentrated. The obtained residue was purified by column chromatography on silica gel (ethyl acetate:methanol... The reactants are BrC1=CC=C2C=CC=NC2=C1 (7-bromoquinoline), N1[C@H](C(=O)O)CCC1 (L-proline), C(=O)([O-])[O-].[K+].[K+] (K2CO3), N (ammonia), [NH4+].[Cl-] (NH4Cl). The reagents and catalysts are [Cu](I)I (copper iodide). The solvent is ClCCl (dichloromethane), CS(=O)C (DMSO). Run at temperature 80 celsius. Product: CC1=NC2=CC(=CC=C2C=C1)N (2-methyl-quinolin-7-ylamine). Yield: 90.0%. RXN SMILES: Br[C:2]1[CH:11]=[C:10]2[C:5]([CH:6]=[CH:7][CH:8]=N2)=[CH:4][CH:3]=1.N1CCC[C@H:13]1C(O)=O.C([O-])([O-])=O.[K+].[K+].[NH3:26].[NH4+:27].[Cl-]>CS(C)=O.[Cu](I)I.ClCCl>[CH3:13][C:8]1[CH:7]=[CH:6][C:5]2[C:4](=[CH:3][C:2]([NH2:27])=[CH:11][CH:10]=2)[N:26]=1 |f:2.3.4,6.7|. Procedure details: The 7-bromoquinoline derivative (800 mg, 3.6 mmol, 1 eq), copper iodide (137 mg, 0.7 mmol, 20 mol %), L-proline (166 mg, 1.4 mmol, 40 mol %) and K2CO3 (1.5 g, 11 mmol, 3 eq) were dissolved in DMSO (20 mL). Aqueous ammonia 28% NH4OH (2 mL) was then introduced and the mixture was heated at 80° C. for 18 hours. After cooling to room temperature, dichloromethane was added followed by a saturated NH4Cl solution. The aqueous layer was extracted twice with dichloromethane, and the combined organic laye... Starting materials: compound 7, NC1=C(OCCCC(=O)OCC)C=CC=C1 (ethyl 4-(2-aminophenoxy)butyrate), C(CCCCC)N1C=CC2=CC(=CC=C12)/C(=C/C(=O)O)/C (3-(1-hexylindol-5-yl)isocrotonic acid). The product is C(CCCCC)N1C=CC2=CC(=CC=C12)/C(=C/C(=O)NC1=C(OCCCC(=O)O)C=CC=C1)/C (4-{2-[3-(1-hexylindol-5-yl)isocrotonoylamino]phenoxy}butyric acid). As a reaction SMILES: [NH2:1][C:2]1[CH:16]=[CH:15][CH:14]=[CH:13][C:3]=1[O:4][CH2:5][CH2:6][CH2:7][C:8]([O:10]CC)=[O:9].[CH2:17]([N:23]1[C:31]2[C:26](=[CH:27][C:28](/[C:32](/[CH3:37])=[CH:33]/[C:34](O)=[O:35])=[CH:29][CH:30]=2)[CH:25]=[CH:24]1)[CH2:18][CH2:19][CH2:20][CH2:21][CH3:22]>>[CH2:17]([N:23]1[C:31]2[C:26](=[CH:27][C:28](/[C:32](/[CH3:37])=[CH:33]/[C:34]([NH:1][C:2]3[CH:16]=[CH:15][CH:14]=[CH:13][C:3]=3[O:4][CH2:5][CH2:6][CH2:7][C:8]([OH:10])=[O:9])=[O:35])=[CH:29][CH:30]=2)[CH:25]=[CH:24]1)[CH2:18][CH2:19][CH2:20][CH2:21][CH3:22]. Reported procedure: 108 mg of compound 7 was obtained in a similar manner to those described in the Examples 1 and 2 using 580 mg of ethyl 4-(2-aminophenoxy)butyrate and 366 mg of 3-(1-hexylindol-5-yl)isocrotonic acid obtained according to the procedures described in the Reference Examples 1-4. The reactants are ClCCl, COc1ccc2c(c1)sc1nc(CO)cn12, CN(C)C=O, O=[Mn]=O. Product: COc1ccc2c(c1)sc1nc(C=O)cn12. Reaction SMILES: [CH2:17]([Cl:18])[Cl:19].[CH3:1][O:2][c:3]1[cH:4][c:5]2[c:6]([n:7]3[c:8]([s:9]2)[n:10][c:11]([CH2:13][OH:14])[cH:12]3)[cH:15][cH:16]1.[O:20]=[CH:21][N:22]([CH3:23])[CH3:24].[O:25]=[Mn:26]=[O:27]>>[CH3:1][O:2][c:3]1[cH:4][c:5]2[c:6]([n:7]3[c:8]([s:9]2)[n:10][c:11]([CH:13]=[O:14])[cH:12]3)[cH:15][cH:16]1. Reactants: [N+](=O)([O-])C1=C2C=COC(C2=CC=C1)=O (5-Nitro-isochromen-1-one), CC1(OCC(O1)CN)C ((2,2-dimethyl-1,3-dioxolan-4-yl)methanamine), CO (methanol). The product is CC1(OCC(O1)CN1C(C2=CC=CC(=C2C=C1)[N+](=O)[O-])=O)C (2-((2,2-dimethyl-1,3-dioxolan-4-yl)methyl)-5-nitroisoquinolin-1(2H)-one). As a reaction SMILES: [N+:1]([C:4]1[CH:13]=[CH:12][CH:11]=[C:10]2[C:5]=1[CH:6]=[CH:7]O[C:9]2=[O:14])([O-:3])=[O:2].[CH3:15][C:16]1([CH3:23])[O:20][CH:19]([CH2:21][NH2:22])[CH2:18][O:17]1.CO>>[CH3:15][C:16]1([CH3:23])[O:20][CH:19]([CH2:21][N:22]2[CH:7]=[CH:6][C:5]3[C:10](=[CH:11][CH:12]=[CH:13][C:4]=3[N+:1]([O-:3])=[O:2])[C:9]2=[O:14])[CH2:18][O:17]1. Reported procedure: 5-Nitro-isochromen-1-one (8 g, 0.04 mol) and (2,2-dimethyl-1,3-dioxolan-4-yl)methanamine (5 g, 0.04 mol) were refluxed in methanol (40 mL, 1 mol) for 2 hours. The volatiles were removed via rotovapor, and the residue was purified via flash column chromatography (330 g of silica gel, 0-50% EtOAc/Hexane) to give a bright yellow solids. Reactants: C(C)S[C@H]1[C@@H](C(N1C(C)=O)=O)CCCNC(=NC(=O)OCC1=CC=CC=C1)NC(=O)OCC1=CC=CC=C1 (trans-4-Ethylthio-3-[3-[N',N"-di(Cbz)guanidino]propyl]-1-acetyl-2-azetidinone), Cl (HCl). Reagents/catalysts: [Pd] (palladium on carbon). Run in CO.C(C)(=O)OCC (methanol ethyl acetate). Product: Cl.C(C)S[C@H]1[C@@H](C(N1C(C)=O)=O)CCCNC(=N)N (trans-4-Ethylthio-3-guanidinopropyl-1-acetyl-2-azetidinone hydrochloride salt). Isolated yield 68.0%. RXN SMILES: [CH2:1]([S:3][C@@H:4]1[N:7]([C:8](=[O:10])[CH3:9])[C:6](=[O:11])[C@H:5]1[CH2:12][CH2:13][CH2:14][NH:15][C:16]([NH:28]C(OCC1C=CC=CC=1)=O)=[N:17]C(OCC1C=CC=CC=1)=O)[CH3:2].[ClH:39]>[Pd].CO.C(OCC)(=O)C>[ClH:39].[CH2:1]([S:3][C@@H:4]1[N:7]([C:8](=[O:10])[CH3:9])[C:6](=[O:11])[C@H:5]1[CH2:12][CH2:13][CH2:14][NH:15][C:16]([NH2:28])=[NH:17])[CH3:2] |f:3.4,5.6|. Reported procedure: A methanol/ethyl acetate (1.5 mL/1.5 mL) solution of compound 18 (117 mg, 0.19 mmol) and 1N HCl (0.19 mL), containing 10% palladium on carbon, was stirred under a hydrogen atmosphere until TLC. indicated the disappearance of the starting material (about 1 h). The suspension was filtered through a pad of Celite, and the filtrate was concentrated to afford 40 mg (68%) of the title product as a foam. The reactants are N1CCCC1 (pyrrolidine), CC1(S(CCC(C1)C1=CNC2=C(C=C(C=C12)C1=CSC(=C1)C=O)C(=O)N)(=O)=O)C (3-(2,2-Dimethyl-1,1-dioxidotetrahydro-2H-thiopyran-4-yl)-5-(5-formyl-3-thienyl)-1H-indole-7-carboxamide), C(C)(=O)O[BH-](OC(C)=O)OC(C)=O.[Na+] (sodium triacetoxyborohydride). Reagents/catalysts: C(C)(=O)O (acetic acid). Solvent: CS(=O)C (dimethyl sulfoxide). Yields the product CC1(S(CCC(C1)C1=CNC2=C(C=C(C=C12)C1=CSC(=C1)CN1CCCC1)C(=O)N)(=O)=O)C (3-(2,2-Dimethyl-1,1-dioxidotetrahydro-2H-thiopyran-4-yl)-5-[5-(1-pyrrolidinylmethyl)-3-thienyl]-1H-indole-7-carboxamide). The yield is 17.6%. Reaction SMILES: [CH3:1][C:2]1([CH3:29])[CH2:7][CH:6]([C:8]2[C:16]3[C:11](=[C:12]([C:24]([NH2:26])=[O:25])[CH:13]=[C:14]([C:17]4[CH:21]=[C:20]([CH:22]=O)[S:19][CH:18]=4)[CH:15]=3)[NH:10][CH:9]=2)[CH2:5][CH2:4][S:3]1(=[O:28])=[O:27].[NH:30]1[CH2:34][CH2:33][CH2:32][CH2:31]1.C(O[BH-](OC(=O)C)OC(=O)C)(=O)C.[Na+]>CS(C)=O.C(O)(=O)C>[CH3:1][C:2]1([CH3:29])[CH2:7][CH:6]([C:8]2[C:16]3[C:11](=[C:12]([C:24]([NH2:26])=[O:25])[CH:13]=[C:14]([C:17]4[CH:21]=[C:20]([CH2:22][N:30]5[CH2:34][CH2:33][CH2:32][CH2:31]5)[S:19][CH:18]=4)[CH:15]=3)[NH:10][CH:9]=2)[CH2:5][CH2:4][S:3]1(=[O:28])=[O:27] |f:2.3|. Procedure: 3-(2,2-Dimethyl-1,1-dioxidotetrahydro-2H-thiopyran-4-yl)-5-(5-formyl-3-thienyl)-1H-indole-7-carboxamide (30 mg, 0.070 mmol) was dissolved in dimethyl sulfoxide (1.5 mL) and put in a microwave vial. The mixture was stirred and 1-2 drops of acetic acid, and pyrrolidine (0.058 mL, 0.697 mmol) was added. Stirred for 30 minutes at 23° C., before adding sodium triacetoxyborohydride polymer bound (299 mg, 0.697 mmol). The vial was sealed using a silicon septum, and the mixture left stirring overnight a... The reactants are ClCCNC(=O)NC1=CC(=NC=C1)Cl (1-(2-chloroethyl)-3-(2-chloro-pyridin-4-yl)urea), [H-].[Na+] (NaH). Run in C1CCOC1 (THF), C1CCOC1 (THF). The product is ClC1=NC=CC(=C1)N1C(NCC1)=O (1-(2-chloro-pyridin-4-yl)imidazolidin-2-one). The yield is 91.0%. Reaction SMILES: Cl[CH2:2][CH2:3][NH:4][C:5]([NH:7][C:8]1[CH:13]=[CH:12][N:11]=[C:10]([Cl:14])[CH:9]=1)=[O:6].[H-].[Na+]>C1COCC1>[Cl:14][C:10]1[CH:9]=[C:8]([N:7]2[CH2:2][CH2:3][NH:4][C:5]2=[O:6])[CH:13]=[CH:12][N:11]=1 |f:1.2|. Procedure details: Using analogous reagents and reaction conditions as described in Example 1 above, 1-(2-chloroethyl)-3-(2-chloro-pyridin-4-yl)urea (I-33a: 7.0 g, 30.042 mmol) in dry THF (40 mL) was reacted with 60% NaH (1.08 g, 45.06 mmol) in dry THF (30 mL) to afford the crude product. Purification by column chromatography on silica gel (1% methanol in DCM) afforded 5.40 g of the product (92% yield). The reactants are C(C1=CC=CC=C1)OC(N[C@@H](CCCNC(=O)OC(C)(C)C)C(=O)NCCNC(=O)OC(C)(C)C)=O (Benzyl{(1S)-4-[(tert-butoxycarbonyl)amino]-1-[({2-[(tert-butoxycarbonyl)amino]ethyl}amino)carbonyl]butyl}carbamate). Reagents/catalysts: [Pd] (palladium on activated carbon). Run in C(C)O (ethanol). The product is C(C)(C)(C)OC(=O)NCCC[C@H](N)C(=O)NCCNC(=O)OC(C)(C)C (N5-(tert-Butoxycarbonyl)-N-{2-[(tert-butoxycarbonyl)amino]ethyl}-L-ornithinamide). RXN SMILES: C(OC(=O)[NH:10][C@H:11]([C:23]([NH:25][CH2:26][CH2:27][NH:28][C:29]([O:31][C:32]([CH3:35])([CH3:34])[CH3:33])=[O:30])=[O:24])[CH2:12][CH2:13][CH2:14][NH:15][C:16]([O:18][C:19]([CH3:22])([CH3:21])[CH3:20])=[O:17])C1C=CC=CC=1>C(O)C.[Pd]>[C:19]([O:18][C:16]([NH:15][CH2:14][CH2:13][CH2:12][C@@H:11]([C:23]([NH:25][CH2:26][CH2:27][NH:28][C:29]([O:31][C:32]([CH3:35])([CH3:34])[CH3:33])=[O:30])=[O:24])[NH2:10])=[O:17])([CH3:22])([CH3:21])[CH3:20]. Procedure: A solution of 390 mg (0.77 mmol) of benzyl{(1S)-4-[(tert-butoxycarbonyl)amino]-1-[({2-[(tert-butoxycarbonyl)amino]ethyl}amino)carbonyl]butyl}carbamate (Example 79A) in 50 ml of ethanol is hydrogenated after the addition of 40 mg of palladium on activated carbon (10%) at RT under atmospheric pressure for 4 h. The mixture is filtered through kieselguhr, and the residue is washed with ethanol. The filtrate is evaporated to dryness in vacuo. The product is reacted without further purification. The product is Cc1nc(OCC(=O)N(C)C2CCN(C(=O)C3CCCCC3)CC2)nc(C)c1NC(=O)OC(C)(C)C. Reactants: Cc1nc(OCC(=O)N(C)C2CCNCC2)nc(C)c1NC(=O)OC(C)(C)C, O=C(Cl)C1CCCCC1. As a reaction SMILES: [CH3:1][c:2]1[n:3][c:4]([O:17][CH2:18][C:19](=[O:20])[N:21]([CH:22]2[CH2:23][CH2:24][NH:25][CH2:26][CH2:27]2)[CH3:28])[n:5][c:6]([CH3:16])[c:7]1[NH:8][C:9]([O:10][C:11]([CH3:12])([CH3:13])[CH3:14])=[O:15].[CH:29]1([C:35](=[O:36])[Cl:37])[CH2:30][CH2:31][CH2:32][CH2:33][CH2:34]1>>[CH3:1][c:2]1[n:3][c:4]([O:17][CH2:18][C:19](=[O:20])[N:21]([CH:22]2[CH2:23][CH2:24][N:25]([C:35]([CH:29]3[CH2:30][CH2:31][CH2:32][CH2:33][CH2:34]3)=[O:36])[CH2:26][CH2:27]2)[CH3:28])[n:5][c:6]([CH3:16])[c:7]1[NH:8][C:9]([O:10][C:11]([CH3:12])([CH3:13])[CH3:14])=[O:15].